This data is from the Open Reaction Database (ORD), a public repository of structured organic reaction records. The task is: describe an organic reaction: reactants, conditions, products, and yield The reactants are ClC=1SC(=CN1)CN1C(OC(C2=C1C=CS2)=O)=O (1-[(2-chloro-1,3-thiazol-5-yl)methyl]-2H-thieno[3,2-d][1,3]oxazine-2,4(1H)-dione), O=S1(N=C(NC2=C1C=CC=C2)CC(=O)OCC)=O (ethyl (1,1-dioxido-4H-1,2,4-benzothiadiazin-3-yl)acetate), C(CCC)N1C(OC(C2=C1N=CC=C2)=O)=O (1-butyl-2H-pyrido[2,3-d][1,3]oxazine-2,4(1H)-dione), O=S1(N=C(NC2=C1C=C(C=C2)O[Si](C(C)C)(C(C)C)C(C)C)CC(=O)OCC)=O (Ethyl {1,1-dioxido-7-[(triisopropylsilyl)oxy]-4H-1,2,4-benzothiadiazin-3-yl}acetate). Yields the product ClC=1SC(=CN1)CN1C2=C(C(=C(C1=O)C1=NS(C3=C(N1)C=CC(=C3)O[Si](C(C)C)(C(C)C)C(C)C)(=O)=O)O)SC=C2 (4-[(2-Chloro-1,3-thiazol-5-yl)methyl]-6-{1,1-dioxido-7-[(triisopropylsilyl)oxy]-4H-1,2,4-benzothiadiazin-3-yl}-7-hydroxythieno[3,2-b]pyridin-5(4H)-one). As a reaction SMILES: [Cl:1][C:2]1[S:3][C:4]([CH2:7][N:8]2[C:13]3[CH:14]=[CH:15][S:16][C:12]=3[C:11](=[O:17])O[C:9]2=[O:18])=[CH:5][N:6]=1.C(N1C2N=CC=CC=2C(=O)OC1=O)CCC.[O:35]=[S:36]1(=[O:63])[C:41]2[CH:42]=[C:43]([O:46][Si:47]([CH:54]([CH3:56])[CH3:55])([CH:51]([CH3:53])[CH3:52])[CH:48]([CH3:50])[CH3:49])[CH:44]=[CH:45][C:40]=2[NH:39][C:38]([CH2:57]C(OCC)=O)=[N:37]1.O=S1(=O)C2C=CC=CC=2NC(CC(OCC)=O)=N1>>[Cl:1][C:2]1[S:3][C:4]([CH2:7][N:8]2[C:9](=[O:18])[C:57]([C:38]3[NH:39][C:40]4[CH:45]=[CH:44][C:43]([O:46][Si:47]([CH:51]([CH3:53])[CH3:52])([CH:54]([CH3:55])[CH3:56])[CH:48]([CH3:49])[CH3:50])=[CH:42][C:41]=4[S:36](=[O:63])(=[O:35])[N:37]=3)=[C:11]([OH:17])[C:12]3[S:16][CH:15]=[CH:14][C:13]2=3)=[CH:5][N:6]=1. Reported procedure: The title compound was prepared according to the procedure of Example 1D substituting the product of Example 140A for the product of Example 1B and substituting the product of Example 307C for the product of Example 1C (0.29 g, 66%). MS (ESI−) m/z 649 (M−H)−. 1H NMR (300 MHz, DMSO-d6) δ ppm 1.09 (d, J=7.35 Hz, 18 H) 1.28 (m, 3 H) 5.63 (s, 2 H) 7.22 (d, J=2.57 Hz, 1 H) 7.31 (dd, J=8.82, 2.94 Hz, 1 H) 7.65 (d, J=8.82 Hz, 1 H) 7.86 (d, J=5.52 Hz, 1 H) 7.95 (s, 1 H) 8.42 (d, J=5.52 Hz, 1 H) 14.05 (s... Reactants: [BH3-]C#N, [Na+], NC(=O)c1ccc(Oc2ccc3c(c2)CCCC3=O)nc1, NCCCc1ccccc1. The product is NC(=O)c1ccc(Oc2ccc3c(c2)CCCC3NCCCc2ccccc2)nc1. As a reaction SMILES: [C:32]([BH3-:33])#[N:34].[Na+:35].[O:1]=[C:2]1[c:3]2[cH:4][cH:5][c:6]([O:12][c:13]3[n:14][cH:15][c:16]([C:17](=[O:18])[NH2:19])[cH:20][cH:21]3)[cH:7][c:8]2[CH2:9][CH2:10][CH2:11]1.[c:22]1([CH2:28][CH2:29][CH2:30][NH2:31])[cH:23][cH:24][cH:25][cH:26][cH:27]1>>[CH:2]1([NH:31][CH2:30][CH2:29][CH2:28][c:22]2[cH:23][cH:24][cH:25][cH:26][cH:27]2)[c:3]2[cH:4][cH:5][c:6]([O:12][c:13]3[n:14][cH:15][c:16]([C:17](=[O:18])[NH2:19])[cH:20][cH:21]3)[cH:7][c:8]2[CH2:9][CH2:10][CH2:11]1. Starting materials: amide, BrC=1C(=NC=C(C(=O)O)C1)OCCOC (5-bromo-6-(2-methoxy-ethoxy)-nicotinic acid), N[C@H]1[C@@H](CCCC1)O (trans-2-amino-cyclohexanol). Yields the product BrC=1C(=NC=C(C(=O)N[C@H]2[C@@H](CCCC2)O)C1)OCCOC (5-Bromo-N-(trans-2-hydroxy-cyclohexyl)-6-(2-methoxy-ethoxy)-nicotinamide). RXN SMILES: [Br:1][C:2]1[C:3]([O:11][CH2:12][CH2:13][O:14][CH3:15])=[N:4][CH:5]=[C:6]([CH:10]=1)[C:7]([OH:9])=O.[NH2:16][C@@H:17]1[CH2:22][CH2:21][CH2:20][CH2:19][C@H:18]1[OH:23]>>[Br:1][C:2]1[C:3]([O:11][CH2:12][CH2:13][O:14][CH3:15])=[N:4][CH:5]=[C:6]([CH:10]=1)[C:7]([NH:16][C@@H:17]1[CH2:22][CH2:21][CH2:20][CH2:19][C@H:18]1[OH:23])=[O:9]. Procedure: The title compound was synthesised in analogy to the amide coupling procedure described for the synthesis of Example 1, from 5-bromo-6-(2-methoxy-ethoxy)-nicotinic acid and trans-2-amino-cyclohexanol (commercially available). MS (m/e): 373.1 (MH+). Starting materials: O=S(=O)(Cl)C1CCCCC1, Nc1cccc(-c2nc(N3CCOCC3)sc2-c2ccnc(Cl)n2)c1F, c1ccncc1. Yields the product O=S(=O)(Nc1cccc(-c2nc(N3CCOCC3)sc2-c2ccnc(Cl)n2)c1F)C1CCCCC1. As a reaction SMILES: [CH:27]1([S:33](=[O:34])(=[O:35])[Cl:36])[CH2:28][CH2:29][CH2:30][CH2:31][CH2:32]1.[Cl:1][c:2]1[n:3][cH:4][cH:5][c:6](-[c:8]2[c:9](-[c:19]3[c:20]([F:26])[c:21]([NH2:22])[cH:23][cH:24][cH:25]3)[n:10][c:11]([N:13]3[CH2:14][CH2:15][O:16][CH2:17][CH2:18]3)[s:12]2)[n:7]1.[cH:37]1[cH:38][cH:39][n:40][cH:41][cH:42]1>>[Cl:1][c:2]1[n:3][cH:4][cH:5][c:6](-[c:8]2[c:9](-[c:19]3[c:20]([F:26])[c:21]([NH:22][S:33]([CH:27]4[CH2:28][CH2:29][CH2:30][CH2:31][CH2:32]4)(=[O:34])=[O:35])[cH:23][cH:24][cH:25]3)[n:10][c:11]([N:13]3[CH2:14][CH2:15][O:16][CH2:17][CH2:18]3)[s:12]2)[n:7]1. The reactants are CC1=C(C(=NO1)C1=CC=CC=C1)C(=O)NN (5-methyl-3-phenyl-isoxazole-4-carboxylic acid hydrazide), COC1=CC=C(C(=O)O)C=C1 (4-methoxybenzoic acid). Yields the product COC1=CC=C(C=C1)C=1OC(=NN1)C=1C(=NOC1C)C1=CC=CC=C1 (2-(4-Methoxy-phenyl)-5-(5-methyl-3-phenyl-isoxazol-4-yl)-[1,3,4]oxadiazole). The yield is 63.0%. Reaction SMILES: [CH3:1][C:2]1[O:6][N:5]=[C:4]([C:7]2[CH:12]=[CH:11][CH:10]=[CH:9][CH:8]=2)[C:3]=1[C:13]([NH:15][NH2:16])=[O:14].[CH3:17][O:18][C:19]1[CH:27]=[CH:26][C:22]([C:23](O)=O)=[CH:21][CH:20]=1>>[CH3:17][O:18][C:19]1[CH:27]=[CH:26][C:22]([C:23]2[O:14][C:13]([C:3]3[C:4]([C:7]4[CH:12]=[CH:11][CH:10]=[CH:9][CH:8]=4)=[N:5][O:6][C:2]=3[CH3:1])=[N:15][N:16]=2)=[CH:21][CH:20]=1. Procedure details: As described for example 2, 5-methyl-3-phenyl-isoxazole-4-carboxylic acid hydrazide (200 mg, 0.92 mmol) was converted using 4-methoxybenzoic acid instead of o-toluic acid to the title compound (SiO2, heptane:ethyl acetate=95:5 to 0:100, 192 mg, 63%) which was obtained as a white foam. MS: m/e=334.2 [M+H]+.